Dataset: the Open Reaction Database (ORD), a public repository of structured organic reaction records. Task: describe an organic reaction: reactants, conditions, products, and yield The reactants are CCN1C(=O)CCC1C(=O)OC, CCN=C=NCCCN(C)C, CO, NCc1ccc(F)cc1Cl, Cl, Cl, [Na+], [OH-], On1nnc2ccccc21. Yields the product CCN1C(=O)CCC1C(=O)NCc1ccc(F)cc1Cl. As a reaction SMILES: [CH2:1]([CH3:2])[N:3]1[CH:4]([C:5]([O:7][CH3:6])=[O:8])[CH2:9][CH2:10][C:11]1=[O:12].[CH3:37][N:38]([CH3:39])[CH2:40][CH2:41][CH2:42][N:43]=[C:44]=[N:45][CH2:46][CH3:47].[CH3:48][OH:49].[Cl:26][c:27]1[c:28]([CH2:34][NH2:35])[cH:29][cH:30][c:31]([F:33])[cH:32]1.[ClH:15].[ClH:36].[Na+:14].[OH-:13].[OH:16][n:17]1[c:18]2[cH:19][cH:20][cH:21][cH:22][c:23]2[n:24][n:25]1>>[CH2:1]([CH3:2])[N:3]1[CH:4]([C:5](=[O:7])[NH:35][CH2:34][c:28]2[c:27]([Cl:26])[cH:32][c:31]([F:33])[cH:30][cH:29]2)[CH2:9][CH2:10][C:11]1=[O:12]. Starting materials: [Li]CCCC (n-BuLi), solution, ice, C1(CCCCC1)[Si](OC=1CC2=CC=CC=C2C1)(C)C (2-(cyclohexyldimethylsiloxy)indene), BrC(C)Br (dibromoethane). The solvent is hexanes, C1CCOC1 (THF), C1CCOC1 (THF). Conditions: time 8 hour. Product: C1(CCCCC1)[Si](OC=1C(C2=CC=CC=C2C1)C(C)C1C(=CC2=CC=CC=C12)O[Si](C1CCCCC1)(C)C)(C)C (Bis(2-(cyclohexyldimethylsiloxy)indenyl)ethane). Yield: 28.2%. Reaction SMILES: [CH:1]1([Si:7]([CH3:19])([CH3:18])[O:8][C:9]2[CH2:10][C:11]3[C:16]([CH:17]=2)=[CH:15][CH:14]=[CH:13][CH:12]=3)[CH2:6][CH2:5][CH2:4][CH2:3][CH2:2]1.[Li][CH2:21][CH2:22][CH2:23][CH3:24].Br[CH:26](Br)[CH3:27]>C1COCC1>[CH:1]1([Si:7]([CH3:19])([CH3:18])[O:8][C:9]2[CH:10]([CH:23]([CH:22]3[C:21]4[C:16](=[CH:15][CH:14]=[CH:13][CH:12]=4)[CH:17]=[C:9]3[O:8][Si:7]([CH3:1])([CH3:18])[CH:26]3[CH2:27][CH2:2][CH2:3][CH2:4][CH2:5]3)[CH3:24])[C:11]3[C:16]([CH:17]=2)=[CH:15][CH:14]=[CH:13][CH:12]=3)[CH2:2][CH2:3][CH2:4][CH2:5][CH2:6]1. Reported procedure: To an ice-cooled solution of 2-(cyclohexyldimethylsiloxy)indene (13.62 g, 50.0 mmol) in THF (50 mL) was added dropwise n-BuLi (20.0 mL of a 2.5 M solution in hexanes, 50.0 mmol) and the reaction mixture was stirred overnight at room temperature. The resulting solution was then cooled to −80° C. and treated dropwise with a solution of dibromoethane (4.70 g, 25.0 mmol) in THF (30 mL). The reaction mixture was gradually warmed to room temperature, stirred overnight and washed with saturated ammoniu... The reactants are CC#N, O=C1CCC(=O)N1Cl, O=c1[nH]ccc2ccccc12. Yields the product O=c1[nH]cc(Cl)c2ccccc12. RXN SMILES: [CH3:20][C:21]#[N:22].[Cl:1][N:2]1[C:3](=[O:4])[CH2:5][CH2:6][C:7]1=[O:8].[c:9]1(=[O:19])[nH:10][cH:11][cH:12][c:13]2[cH:14][cH:15][cH:16][cH:17][c:18]12>>[Cl:1][c:12]1[cH:11][nH:10][c:9](=[O:19])[c:18]2[c:13]1[cH:14][cH:15][cH:16][cH:17]2. Starting materials: Clc1cncc(Cl)c1COC1CCCCO1, ClCCl, O=C(OO)c1cccc(Cl)c1. Yields the product [O-][n+]1cc(Cl)c(COC2CCCCO2)c(Cl)c1. RXN SMILES: [Cl:12][c:13]1[cH:14][n:15][cH:16][c:17]([Cl:27])[c:18]1[CH2:19][O:20][CH:21]1[O:22][CH2:23][CH2:24][CH2:25][CH2:26]1.[Cl:28][CH2:29][Cl:30].[OH:1][O:2][C:3]([c:4]1[cH:5][c:6]([Cl:7])[cH:8][cH:9][cH:10]1)=[O:11]>>[O-:1][n+:15]1[cH:14][c:13]([Cl:12])[c:18]([CH2:19][O:20][CH:21]2[O:22][CH2:23][CH2:24][CH2:25][CH2:26]2)[c:17]([Cl:27])[cH:16]1. Run in C1CCOC1 (THF), C1CCOC1 (THF). Run at time 24 hour. Starting materials: [BH4-].[Li+] (lithium borohydride), solution, ClC=1C=C(CN2C(C=C(CC2)C(=O)OC)=O)C=CC1F (methyl 1-(3-chloro-4-fluorobenzyl)-5,6-dihydropyridin-2(1H)-one-4-carboxylate). As a reaction SMILES: [Cl:1][C:2]1[CH:3]=[C:4]([CH:17]=[CH:18][C:19]=1[F:20])[CH2:5][N:6]1[CH2:11][CH2:10][C:9]([C:12](OC)=[O:13])=[CH:8][C:7]1=[O:16].[BH4-].[Li+]>C1COCC1>[Cl:1][C:2]1[CH:3]=[C:4]([CH:17]=[CH:18][C:19]=1[F:20])[CH2:5][N:6]1[CH2:11][CH2:10][C:9]([CH2:12][OH:13])=[CH:8][C:7]1=[O:16] |f:1.2|. Yields the product ClC=1C=C(CN2C(C=C(CC2)CO)=O)C=CC1F (1-(3-Chloro-4-fluorobenzyl)-4-hydroxymethyl-5,6-dihydropyridin-2(1H)-one). Procedure details: A solution of methyl 1-(3-chloro-4-fluorobenzyl)-5,6-dihydropyridin-2(1H)-one-4-carboxylate (4.0 g, 13 mmol) from the previous step in THF (75 mL) was cooled to −78° C. with stirring. A solution of lithium borohydride in THF (15 mL of a 2.0 M solution, 30 mmol) was added and the mixture was stirred at −78° C. for 30 min and then at ambient temperature for 24 hours. The reaction was quenched by the careful addition of 1 N aqueous HCl. Enough HCl was added so that the solution measured pH 1. The s... Starting materials: ClCCl, O=C(O)CCc1cc(Cl)cc(Cl)c1, O=S(Cl)Cl. Yields the product O=C1CCc2cc(Cl)cc(Cl)c21. Reaction SMILES: [CH2:18]([Cl:19])[Cl:20].[Cl:5][c:6]1[cH:7][c:8]([CH2:13][CH2:14][C:15](=[O:16])[OH:17])[cH:9][c:10]([Cl:12])[cH:11]1.[S:1]([Cl:2])([Cl:3])=[O:4]>>[Cl:5][c:6]1[c:7]2[c:8]([cH:9][c:10]([Cl:12])[cH:11]1)[CH2:13][CH2:14][C:15]2=[O:17]. The reactants are C1CCOC1, CN(C)CCn1c(=O)[nH]c2cccnc21, CN(C)c1ccncc1, CCN(C(C)C)C(C)C, O=S(=O)(Cl)c1cccc(F)c1. The product is CN(C)CCn1c(=O)n(S(=O)(=O)c2cccc(F)c2)c2cccnc21. As a reaction SMILES: [CH2:36]1[O:37][CH2:38][CH2:39][CH2:40]1.[CH3:1][N:2]([CH2:3][CH2:4][n:5]1[c:6](=[O:14])[nH:7][c:8]2[c:9]1[n:10][cH:11][cH:12][cH:13]2)[CH3:15].[CH3:41][N:42]([c:43]1[cH:44][cH:45][n:46][cH:47][cH:48]1)[CH3:49].[CH:27]([N:28]([CH:29]([CH3:30])[CH3:31])[CH2:32][CH3:33])([CH3:34])[CH3:35].[F:16][c:17]1[cH:18][c:19]([S:23](=[O:24])(=[O:25])[Cl:26])[cH:20][cH:21][cH:22]1>>[CH3:1][N:2]([CH2:3][CH2:4][n:5]1[c:6](=[O:14])[n:7]([S:23]([c:19]2[cH:18][c:17]([F:16])[cH:22][cH:21][cH:20]2)(=[O:24])=[O:25])[c:8]2[c:9]1[n:10][cH:11][cH:12][cH:13]2)[CH3:15].